Dataset: the Open Reaction Database (ORD), a public repository of structured organic reaction records. Task: describe an organic reaction: reactants, conditions, products, and yield Starting materials: ClC=1C(=C(C(=C(C1OC)OCCCC1=CC=C(C=C1)F)O)C(C)=O)C (1-(3-Chloro-5-(3-(4-fluorophenyl)propoxy)-6-hydroxy-4-methoxy-2-methylphenyl)ethanone), ClC=1C(=C(C(=C(C1OC)OCCCC1=CC=C(C=C1)F)OCCN1CCOCC1)C(C)=O)C (1-(3-Chloro-5-(3-(4-fluorophenyl)propoxy)-4-methoxy-2-methyl-6-(2-morpholinoethoxy)phenyl)ethanone). The product is COC1=C(C(=C(C(=C1)C)C(C)=O)OCCN1CCOCC1)OCCCC1=CC=CC=C1 (1-[4-Methoxy-6-methyl-2-(2-morpholin-4-yl-ethoxy)-3-(3-phenyl-propoxy)-phenyl]-ethanone). As a reaction SMILES: ClC1C(C)=C(C(=O)C)C(O)=C(OCCCC2C=CC(F)=CC=2)C=1OC.Cl[C:27]1[C:28]([CH3:58])=[C:29]([C:55](=[O:57])[CH3:56])[C:30]([O:46][CH2:47][CH2:48][N:49]2[CH2:54][CH2:53][O:52][CH2:51][CH2:50]2)=[C:31]([O:35][CH2:36][CH2:37][CH2:38][C:39]2[CH:44]=[CH:43][C:42](F)=[CH:41][CH:40]=2)[C:32]=1[O:33][CH3:34]>>[CH3:34][O:33][C:32]1[CH:27]=[C:28]([CH3:58])[C:29]([C:55](=[O:57])[CH3:56])=[C:30]([O:46][CH2:47][CH2:48][N:49]2[CH2:50][CH2:51][O:52][CH2:53][CH2:54]2)[C:31]=1[O:35][CH2:36][CH2:37][CH2:38][C:39]1[CH:40]=[CH:41][CH:42]=[CH:43][CH:44]=1. Reported procedure: Example 33b was prepared in a using a similar method as used in the conversion from 1d to 1f. 1H NMR (300 MHz, CDCl3) δ 7.30-7.15 (m, 5H), 6.47 (s, 1H), 4.12 (t, J=5.7 Hz, 2H), 4.01 (t, J=6.4 Hz, 2H), 3.82 (s, 3H), 3.69-3.66 (m, 4H), 2.81 (t, J=7.3 Hz, 2H), 2.62 (t, J=5.7 Hz, 2H), 2.52 (s, 3H), 2.47-2.44 (m, 4H), 2.20 (s, 3H), 2.09-2.00 (m, 2H). MS (ES+) m/z 428.0 (M+H+). Reactants: O=C1N(C(C2=CC=CC=C12)=O)[C@H]([C@@H](C=O)O)CC1=CC=CC=C1 ((2S,3S)3-(1,3-dioxo-2,3-dihydro-1H-isoindol-2-yl)2-hydroxy-4-phenylbutyraldehyde), C(C)(C)(C)NC(=O)[C@H]1NC[C@H]2CCCC[C@H]2C1 (N-tert.butyl-decahydro-(4aS,8aS)-isoquinoline-3(S)-carboxamide), C(#N)[BH3-].[Na+] (sodium cyanoborohydride). The solvent is C(C)(=O)O (acetic acid). Product: C(C)(C)(C)NC(=O)[C@H]1N(C[C@H]2CCCC[C@H]2C1)C[C@H]([C@H](CC1=CC=CC=C1)N1C(C=2C(C1=O)=CC=CC2)=O)O (N-tert.Butyl-decahydro-2-[2(R)-hydroxy-4-phenyl-3(S)-phthalimidobutyl]-(4aS,8aS)-isoquinoline-3(S)-carboxamide). RXN SMILES: [O:1]=[C:2]1[C:10]2[C:5](=[CH:6][CH:7]=[CH:8][CH:9]=2)[C:4](=[O:11])[N:3]1[C@@H:12]([CH2:17][C:18]1[CH:23]=[CH:22][CH:21]=[CH:20][CH:19]=1)[C@H:13]([OH:16])[CH:14]=O.[C:24]([NH:28][C:29]([C@@H:31]1[CH2:40][C@H:39]2[C@H:34]([CH2:35][CH2:36][CH2:37][CH2:38]2)[CH2:33][NH:32]1)=[O:30])([CH3:27])([CH3:26])[CH3:25].C([BH3-])#N.[Na+]>C(O)(=O)C>[C:24]([NH:28][C:29]([C@@H:31]1[CH2:40][C@H:39]2[C@H:34]([CH2:35][CH2:36][CH2:37][CH2:38]2)[CH2:33][N:32]1[CH2:14][C@@H:13]([OH:16])[C@@H:12]([N:3]1[C:2](=[O:1])[C:10]2=[CH:9][CH:8]=[CH:7][CH:6]=[C:5]2[C:4]1=[O:11])[CH2:17][C:18]1[CH:19]=[CH:20][CH:21]=[CH:22][CH:23]=1)=[O:30])([CH3:27])([CH3:25])[CH3:26] |f:2.3|. Procedure details: 309 mg of (2S,3S)3-(1,3-dioxo-2,3-dihydro-1H-isoindol-2-yl)2-hydroxy-4-phenylbutyraldehyde and 238 mg of N-tert.butyl-decahydro-(4aS,8aS)-isoquinoline-3(S)-carboxamide are dissolved in 5 ml of acetic acid and treated portionwise with 120 mg of sodium cyanoborohydride. After completion of the reaction the mixture is concentrated to dryness, treated with 10 ml of water and extracted with methylene chloride. The extracts are dried and filtered, the filtrate is concentrated and the residue is purifi... The reactants are C(#N)C1=CC=C(C=O)C=C1 (p-cyanobenzaldehyde), C(CC(=O)C)(=O)OCCN1CCN(CC1)C(C1=CC=C(C=C1)C)C1=CC=C(C=C1)C (2-[4-(4,4'-dimethylbenzhydryl)-1-piperazinyl]ethyl acetoacetate), N\C(=C/C(=O)OCC)\C (ethyl 3-aminocrotonate). The solvent is C(C)(C)O (isopropyl alcohol). Yields the product C(#N)C1=CC=C(C=C1)C1C(=C(NC(=C1C(=O)OCC)C)C)C(=O)OCCN1CCN(CC1)C(C1=CC=C(C=C1)C)C1=CC=C(C=C1)C (2-[4-(4,4'-dimethylbenzhydryl)-1-piperazinyl]ethyl ethyl 4-(4-cyanophenyl)-2,6-dimethyl-1,4-dihydropyridine-3,5-dicarboxylate). RXN SMILES: [C:1]([C:3]1[CH:10]=[CH:9][C:6]([CH:7]=O)=[CH:5][CH:4]=1)#[N:2].[C:11]([O:17][CH2:18][CH2:19][N:20]1[CH2:25][CH2:24][N:23]([CH:26]([C:34]2[CH:39]=[CH:38][C:37]([CH3:40])=[CH:36][CH:35]=2)[C:27]2[CH:32]=[CH:31][C:30]([CH3:33])=[CH:29][CH:28]=2)[CH2:22][CH2:21]1)(=[O:16])[CH2:12][C:13]([CH3:15])=O.[NH2:41]/[C:42](/[CH3:49])=[CH:43]\[C:44]([O:46][CH2:47][CH3:48])=[O:45]>C(O)(C)C>[C:1]([C:3]1[CH:10]=[CH:9][C:6]([CH:7]2[C:43]([C:44]([O:46][CH2:47][CH3:48])=[O:45])=[C:42]([CH3:49])[NH:41][C:13]([CH3:15])=[C:12]2[C:11]([O:17][CH2:18][CH2:19][N:20]2[CH2:25][CH2:24][N:23]([CH:26]([C:27]3[CH:28]=[CH:29][C:30]([CH3:33])=[CH:31][CH:32]=3)[C:34]3[CH:35]=[CH:36][C:37]([CH3:40])=[CH:38][CH:39]=3)[CH2:22][CH2:21]2)=[O:16])=[CH:5][CH:4]=1)#[N:2]. Procedure: A mixture of p-cyanobenzaldehyde, 2-[4-(4,4'-dimethylbenzhydryl)-1-piperazinyl]ethyl acetoacetate and ethyl 3-aminocrotonate was worked up in isopropyl alcohol in the same manner as Example 1 to give 2-[4-(4,4'-dimethylbenzhydryl)-1-piperazinyl]ethyl ethyl 4-(4-cyanophenyl)-2,6-dimethyl-1,4-dihydropyridine-3,5-dicarboxylate as a light yellow powder, m.p. 93°-96° C. (sintering). Yield 61.9. IR(Nujol)cm-1 : 3330, 2220, 1685. NMR(CDCl3) δ: 1.15(3H,t,J=7,--CH2CH3), 2.24(6H,s, ##STR51## 2.29(6H,s, ##... The reactants are C(CCCCCCCCCCCCCCC)NS(=O)(=O)C1=CC=C(C2=CC=CC=C12)O (N-Hexadecyl-4-hydroxynaphthalene-1-sulphonamide), C(C)OC(=O)OC1=CC=C(C2=CC=CC=C12)S(=O)(=O)NCCCCCCCCCCCCCCCC (4-Ethoxycarbonyloxy-N-hexadecylnaphthalene-1-sulphonamide), N (ammonia), acetone-drycold. Solvent: ClCCl (dichloromethane). Reaction conditions: time 1 hour. Product: C(CCCCCCCCCCCCCCC)NS(=O)(=O)C1(CC=CC2=CC=CC=C12)O (N-hexadecyl-4-hydroxynaphthalene-4-sulphonamide). As a reaction SMILES: C(OC(O[C:7]1[C:16]2[C:11](=[CH:12][CH:13]=[CH:14][CH:15]=2)[C:10]([S:17]([NH:20][CH2:21][CH2:22][CH2:23][CH2:24][CH2:25][CH2:26][CH2:27][CH2:28][CH2:29][CH2:30][CH2:31][CH2:32][CH2:33][CH2:34][CH2:35][CH3:36])(=[O:19])=[O:18])=[CH:9][CH:8]=1)=O)C.N.C(NS(C1C2C(=CC=CC=2)C(O)=CC=1)(=O)=[O:56])CCCCCCCCCCCCCCC>ClCCl>[CH2:21]([NH:20][S:17]([C:10]1([OH:56])[C:11]2[C:16](=[CH:15][CH:14]=[CH:13][CH:12]=2)[CH:7]=[CH:8][CH2:9]1)(=[O:19])=[O:18])[CH2:22][CH2:23][CH2:24][CH2:25][CH2:26][CH2:27][CH2:28][CH2:29][CH2:30][CH2:31][CH2:32][CH2:33][CH2:34][CH2:35][CH3:36]. Reported procedure: 4-Ethoxycarbonyloxy-N-hexadecylnaphthalene-1-sulphonamide (21.5 g, 41.4 mmole) was added to liquid ammonia (250 ml), in portions with stirring, at -78° C. (acetone-drycold bath). The mixture was stirred for 1 h, and the excess ammonia allowed to evaporate. The residue was dissolved in ethyl acetate, washed with water and dried (MgSO4). Removal of the solvent gave a pale brown oil which was dissolved in hot dichloromethane (100ml) and then cooled in an ice-bath. The off-white precipitate was coll... Reactants: [Na+].[Cl-] (NaCl), [Cl-].C(C)[Al+]CC (diethyl aluminum chloride), [N-]=[N+]=[N-].[Na+] (Sodium azide), OC1=C(C#N)C=CC=C1 (2-hydroxybenzonitrile). The solvent is C(C)(=O)OCC (ethyl acetate), O (water), C1(=CC=CC=C1)C (toluene). Conditions: temperature 0 celsius, time 4 hour. The product is OC1=C(C=CC=C1)C1=NN=NN1 (5-(2-hydroxyphenyl)-1H-tetrazol). The yield is 80.0%. As a reaction SMILES: [Cl-].C([Al+]CC)C.[N-:7]=[N+:8]=[N-:9].[Na+].[OH:11][C:12]1[CH:19]=[CH:18][CH:17]=[CH:16][C:13]=1[C:14]#[N:15].[Na+].[Cl-]>C(OCC)(=O)C.O.C1(C)C=CC=CC=1>[OH:11][C:12]1[CH:19]=[CH:18][CH:17]=[CH:16][C:13]=1[C:14]1[NH:15][N:9]=[N:8][N:7]=1 |f:0.1,2.3,5.6|. Procedure details: Into the flask, 100 mL of anhydrous toluene and diethyl aluminum chloride (40 mmol, 1.8 M toluene solution) were put and cooled to 0° C. Sodium azide (2.6 g, 40 mmol) was put into the mixture, and the mixture was agitated at room temperature for 4 hours. After the agitated solution was cooled to 0° C. again, 2-hydroxybenzonitrile (20 mmol, 2.38 g) was added thereto. The reaction mixture was refluxed at 80 for 1 day. After the reaction was finished, the mixture was cooled to 0° C., 70 mL of 6 M H... The reactants are C(C#C)NC(C(C1=CC=CC=C1)(C1=CC=CC=C1)O)=O (N-(2-propynyl)-2-hydroxy-2,2-diphenylacetamide), cuprous chloride, Cl (hydrochloric acid), aqueous solution, [Cl-].[Na+] (sodium chloride), C=O (paraformaldehyde). Reagents/catalysts: C([O-])([O-])=O.[K+].[K+] (potassium carbonate). Run in CS(=O)C (dimethylsulfoxide). Run at temperature 75 celsius, time 45 minute. Product: OCC#CCNC(C(C1=CC=CC=C1)(C1=CC=CC=C1)O)=O (N-(4-hydroxy-2-butynyl)-2-hydroxy-2,2-diphenylacetamide). Yield: 65.1%. RXN SMILES: [CH2:1]([NH:4][C:5](=[O:20])[C:6]([OH:19])([C:13]1[CH:18]=[CH:17][CH:16]=[CH:15][CH:14]=1)[C:7]1[CH:12]=[CH:11][CH:10]=[CH:9][CH:8]=1)[C:2]#[CH:3].[CH2:21]=[O:22].Cl.[Cl-].[Na+]>CS(C)=O.C(=O)([O-])[O-].[K+].[K+]>[OH:22][CH2:21][C:3]#[C:2][CH2:1][NH:4][C:5](=[O:20])[C:6]([OH:19])([C:7]1[CH:12]=[CH:11][CH:10]=[CH:9][CH:8]=1)[C:13]1[CH:18]=[CH:17][CH:16]=[CH:15][CH:14]=1 |f:3.4,6.7.8|. Procedure: A mixture of N-(2-propynyl)-2-hydroxy-2,2-diphenylacetamide (165.2 g), cuprous chloride (2.50 g) and potassium carbonate (1.73 g) in dimethylsulfoxide (330 ml) was stirred at 75° C. for 45 minutes under a nitrogen atmosphere. To the reaction mixture was added paraformaldehyde (25.3 g) and the mixture was stirred at 85° C. for 5 hours. The reaction mixture was poured into the mixture of 5% hydrochloric acid and 10% aqueous solution of sodium chloride (1:5), and extracted with ethyl acetate. The e... Reactants: C(C)[Mg]Br.O1CCCC1 (ethylmagnesium bromide tetrahydrofuran), C(C)N1CCN(CC1)C1=NC(=CC2=CC=CC=C12)C1=CN=C(S1)C=O (1-(1-Ethylpiperazin-4-yl)-3-(2-formylthiazol-5-yl)isoquinoline), [Cl-].[NH4+] (ammonium chloride). Solvent: O1CCCC1 (tetrahydrofuran). Reaction conditions: time 8 hour. Product: Cl.Cl.C(C)N1CCN(CC1)C1=NC(=CC2=CC=CC=C12)C1=CN=C(S1)C(CC)O (1-(1-ethylpiperazin-4-yl)-3-[(1-hydroxypropyl)thiazol-5-yl]isoquinoline dihydrochloride). RXN SMILES: [CH2:1]([N:3]1[CH2:8][CH2:7][N:6]([C:9]2[C:18]3[C:13](=[CH:14][CH:15]=[CH:16][CH:17]=3)[CH:12]=[C:11]([C:19]3[S:23][C:22]([CH:24]=[O:25])=[N:21][CH:20]=3)[N:10]=2)[CH2:5][CH2:4]1)[CH3:2].[CH2:26]([Mg]Br)[CH3:27].O1CCCC1.[Cl-:35].[NH4+]>O1CCCC1>[ClH:35].[ClH:35].[CH2:1]([N:3]1[CH2:8][CH2:7][N:6]([C:9]2[C:18]3[C:13](=[CH:14][CH:15]=[CH:16][CH:17]=3)[CH:12]=[C:11]([C:19]3[S:23][C:22]([CH:24]([OH:25])[CH2:26][CH3:27])=[N:21][CH:20]=3)[N:10]=2)[CH2:5][CH2:4]1)[CH3:2] |f:1.2,3.4,6.7.8|. Reported procedure: 1-(1-Ethylpiperazin-4-yl)-3-(2-formylthiazol-5-yl)isoquinoline (205 mg) was dissolved in tetrahydrofuran (2 ml), 1M ethylmagnesium bromide/tetrahydrofuran solution (0.26 ml) was added thereto under ice-cooling. The resulting mixture was stirred overnight. An aqueous solution of saturated ammonium chloride was added to the reaction solution, which was then extracted with ethyl acetate. The resulting organic layer was washed with water, dried (over MgSO4) and evaporated. The resulting residue was ...